The task is: describe an organic reaction: reactants, conditions, products, and yield. This data is from the Open Reaction Database (ORD), a public repository of structured organic reaction records. Reactants: BrC(=CC=1C2=C(SC1)C(=CC=C2)C)Br (3-(dibromovinyl)-7-methylbenzo[b]thiophene), C(=O)(O)[O-].[Na+] (NaHCO3), O1CCCC1 (tetrahydrofuran), solution, C(CCC)[Li] (n-butyllithium). Solvent: CCCCCC (n-hexane). Run at time 1 hour. Yields the product C(#C)C=1C2=C(SC1)C(=CC=C2)C (3-Ethynyl-7-methylbenzo[b]thiophene). As a reaction SMILES: Br[C:2](Br)=[CH:3][C:4]1[C:5]2[CH:12]=[CH:11][CH:10]=[C:9]([CH3:13])[C:6]=2[S:7][CH:8]=1.O1CCCC1.C([Li])CCC.C([O-])(O)=O.[Na+]>CCCCCC>[C:3]([C:4]1[C:5]2[CH:12]=[CH:11][CH:10]=[C:9]([CH3:13])[C:6]=2[S:7][CH:8]=1)#[CH:2] |f:3.4|. Procedure: 0.6 g of 3-(dibromovinyl)-7-methylbenzo[b]thiophene are dissolved in abs. tetrahydrofuran and 3.38 ml of a 15% solution of n-butyllithium in n-hexane are added dropwise under inert gas and at -78°. Stirring is continued for one hour at -78° and the mixture subsequently warmed to room temperature, poured into saturated aq. NaHCO3 and extracted with ether. The organic phase is washed, dried, concentrated and directly further reacted. The reactants are N[C@@H](CC(C)C)C(=O)O (Leu), N[C@@H](CS)C(=O)O (Cys), N[C@@H]([C@@H](C)CC)C(=O)O (Ile), N[C@@H](C(C)C)C(=O)O (Val). Product: N[C@@H](CCSC)C(=O)O (Met). RXN SMILES: [NH2:1][C@H:2]([C:7]([OH:9])=[O:8])[CH2:3][CH:4](C)C.N[C@H](C(O)=O)[C@H](CC)C.N[C@H](C(O)=O)C(C)C.N[C@H](C(O)=O)[CH2:29][SH:30]>>[NH2:1][C@H:2]([C:7]([OH:9])=[O:8])[CH2:3][CH2:4][S:30][CH3:29]. Procedure: Leu, Ile, Val, Cys